From a dataset of the Open Reaction Database (ORD), a public repository of structured organic reaction records. describe an organic reaction: reactants, conditions, products, and yield Starting materials: FC1=CC=C(C=C1)C(CN1C=NC=C1)OC=1C=CC(=C(C(=O)O)C1)CCC1=CC=C(C=C1)F (5-(1-(4-fluorophenyl)-2-(imidazol-1-yl)ethoxy)-2-(4-fluorophenethyl)benzoic acid), N[C@H](C(=O)OC1CCCC1)CCSC (cyclopentyl (2S)-2-amino-4-(methylsulfanyl)butanoate). Product: FC1=CC=C(C=C1)C(CN1C=NC=C1)OC=1C=CC(=C(C(=O)N[C@H](C(=O)OC2CCCC2)CCSC)C1)CCC1=CC=C(C=C1)F (Cyclopentyl (2S)-2-{5-[1-(4-fluorophenyl)-2-(imidazol-1-yl)ethoxy]-2-(4-fluorophenethyl)benzoylamino}-4-methylsulfanylbutyrate). The yield is 72.0%. As a reaction SMILES: [F:1][C:2]1[CH:7]=[CH:6][C:5]([CH:8]([O:15][C:16]2[CH:17]=[CH:18][C:19]([CH2:25][CH2:26][C:27]3[CH:32]=[CH:31][C:30]([F:33])=[CH:29][CH:28]=3)=[C:20]([CH:24]=2)[C:21](O)=[O:22])[CH2:9][N:10]2[CH:14]=[CH:13][N:12]=[CH:11]2)=[CH:4][CH:3]=1.[NH2:34][C@@H:35]([CH2:44][CH2:45][S:46][CH3:47])[C:36]([O:38][CH:39]1[CH2:43][CH2:42][CH2:41][CH2:40]1)=[O:37]>>[F:1][C:2]1[CH:7]=[CH:6][C:5]([CH:8]([O:15][C:16]2[CH:17]=[CH:18][C:19]([CH2:25][CH2:26][C:27]3[CH:28]=[CH:29][C:30]([F:33])=[CH:31][CH:32]=3)=[C:20]([CH:24]=2)[C:21]([NH:34][C@@H:35]([CH2:44][CH2:45][S:46][CH3:47])[C:36]([O:38][CH:39]2[CH2:40][CH2:41][CH2:42][CH2:43]2)=[O:37])=[O:22])[CH2:9][N:10]2[CH:14]=[CH:13][N:12]=[CH:11]2)=[CH:4][CH:3]=1. Procedure: The title compound was prepared in 72% yield from 5-(1-(4-fluorophenyl)-2-(imidazol-1-yl)ethoxy)-2-(4-fluorophenethyl)benzoic acid and cyclopentyl (2S)-2-amino-4-(methylsulfanyl)butanoate (L-methionine cyclopentyl ester) by a similar method to that used for Example 34. Starting materials: C(C1=CC=CC=C1)O[C@@H]1[C@H]([C@@H](OCCCCCCCCC(=O)OC)O[C@@H]([C@H]1O)CO)O[C@@H]1[C@H](OCC2=CC=CC=C2)[C@@H](OCC2=CC=CC=C2)[C@H](OCC2=CC=CC=C2)[C@H](O1)COCC1=CC=CC=C1 (8-Methoxycarbonyloctyl 3-O-benzyl-2-O-(2,3,4,6-tetra-O-benzyl-α-D-glucopyranosyl)-α-D-glucopyranoside), 6-O-methane sulfonyl, S(C)(=O)(=O)[O-] (mesylate). Product: C(C1=CC=CC=C1)O[C@@H]1[C@H]([C@@H](OCCCCCCCCC(=O)OC)O[C@@H]([C@H]1O)COS(=O)(=O)C)O[C@@H]1[C@H](OCC2=CC=CC=C2)[C@@H](OCC2=CC=CC=C2)[C@H](OCC2=CC=CC=C2)[C@H](O1)COCC1=CC=CC=C1 (8-Methoxycarbonyloctyl 3-O-benzyl-6-O-methanesulfonyl-2-O-(2,3,4,6-tetra-O-benzyl-α-D-glucopyranosyl)-α-D-glucopyranoside). Isolated yield 79.1%. Reaction SMILES: [CH2:1]([O:8][C@H:9]1[C@H:27]([OH:28])[C@@H:26]([CH2:29][OH:30])[O:25][C@H:11]([O:12][CH2:13][CH2:14][CH2:15][CH2:16][CH2:17][CH2:18][CH2:19][CH2:20][C:21]([O:23][CH3:24])=[O:22])[C@@H:10]1[O:31][C@H:32]1[O:61][C@H:60]([CH2:62][O:63][CH2:64][C:65]2[CH:70]=[CH:69][CH:68]=[CH:67][CH:66]=2)[C@@H:51]([O:52][CH2:53][C:54]2[CH:59]=[CH:58][CH:57]=[CH:56][CH:55]=2)[C@H:42]([O:43][CH2:44][C:45]2[CH:50]=[CH:49][CH:48]=[CH:47][CH:46]=2)[C@H:33]1[O:34][CH2:35][C:36]1[CH:41]=[CH:40][CH:39]=[CH:38][CH:37]=1)[C:2]1[CH:7]=[CH:6][CH:5]=[CH:4][CH:3]=1.[S:71]([O-])(=[O:74])(=[O:73])[CH3:72]>>[CH2:1]([O:8][C@H:9]1[C@H:27]([OH:28])[C@@H:26]([CH2:29][O:30][S:71]([CH3:72])(=[O:74])=[O:73])[O:25][C@H:11]([O:12][CH2:13][CH2:14][CH2:15][CH2:16][CH2:17][CH2:18][CH2:19][CH2:20][C:21]([O:23][CH3:24])=[O:22])[C@@H:10]1[O:31][C@H:32]1[O:61][C@H:60]([CH2:62][O:63][CH2:64][C:65]2[CH:66]=[CH:67][CH:68]=[CH:69][CH:70]=2)[C@@H:51]([O:52][CH2:53][C:54]2[CH:55]=[CH:56][CH:57]=[CH:58][CH:59]=2)[C@H:42]([O:43][CH2:44][C:45]2[CH:46]=[CH:47][CH:48]=[CH:49][CH:50]=2)[C@H:33]1[O:34][CH2:35][C:36]1[CH:41]=[CH:40][CH:39]=[CH:38][CH:37]=1)[C:2]1[CH:7]=[CH:6][CH:5]=[CH:4][CH:3]=1. Procedure: Compound 38 (450 mg, 0.47 mmol) was converted into its 6-O-methane sulfonyl derivative exactly as described for the preparation of 10 to provide 39 (385 mg, 79.1%) as a syrup after chromatography on silica gel using (hexane:ethyl acetate; 2:1) as eluant; ›α!D +36.1° (c 0.95, chloroform). 1H-n.m.r. (CDCl3): δ 4.99(d, 1H, J1',2' 3.8 Hz, H-1'), 4.96(d, 1H, J1,2 3.8 Hz, H-1), 3.58(s, 3H, OCH3), 2.93(s, 3H, CH3SO2), 2.39(d, 1H, J 3.2 Hz, OH, D2O exchangeable), 2.21(t, 2H, J 7.5 Hz, CH2COO). The reactants are C1CCOC1, CC(=O)OC(C)=O, O=CO, N#N, CCOC(=O)C(N)C#N. The product is CCOC(=O)C(C#N)NC=O. As a reaction SMILES: [CH2:22]1[O:23][CH2:24][CH2:25][CH2:26]1.[CH3:6][C:7]([O:8][C:9]([CH3:10])=[O:11])=[O:12].[CH:3](=[O:4])[OH:5].[N:1]#[N:2].[NH2:13][CH:14]([C:15](=[O:16])[O:17][CH2:18][CH3:19])[C:20]#[N:21]>>[CH:3](=[O:4])[NH:13][CH:14]([C:15](=[O:16])[O:17][CH2:18][CH3:19])[C:20]#[N:21]. Reactants: COC[C@H]1[C@]([C@H]1C=O)(C1=CC=2C(CCC(C2C=C1)(C)C)(C)C)C ((+)-(1S, 2R, 3R)-3-Methoxymethyl-2-methyl-2-(5,5,8,8-tetramethyl-5,6,7,8-tetrahydro-naphthalen-2-yl)-cyclopropanecarbaldehyde), CC12C(OC(CC1)(C2(C)C)C(=O)OC[C@@H]2[C@@]([C@H]2COCC)(C2=CC=1C(CCC(C1C=C2)(C)C)(C)C)C)=O ((1S, 2R, 3S)-3-Ethoxymethyl-2-methyl-2-(5,5,8,8-tetramethyl-5,6,7,8-tetrahydro-naphthalen-2-yl)-cyclopropylmethyl 4,7,7-trimethyl-3-oxo-2-oxa-bicyclo[2.2.1]heptane-1-carboxylate). Yields the product C(C)OC[C@@H]1[C@]([C@H]1C=O)(C1=CC=2C(CCC(C2C=C1)(C)C)(C)C)C ((+)-(1S, 2R, 3S)-3-Ethoxymethyl-2-methyl-2-(5,5,8,8-tetramethyl-5,6,7,8-tetrahydro-naphthalen-2-yl)-cyclopropanecarbaldehyde). The yield is 98.0%. As a reaction SMILES: COC[C@@H]1[C@H](C=O)[C@]1(C)C1C=CC2C(C)(C)CCC(C)(C)C=2C=1.CC12C(C)(C)[C:28]([C:34]([O:36][CH2:37][C@H:38]3[C@H:40]([CH2:41][O:42]CC)[C@@:39]3([CH3:59])[C:45]3[CH:54]=[CH:53][C:52]4[C:51]([CH3:56])([CH3:55])[CH2:50][CH2:49][C:48]([CH3:58])([CH3:57])[C:47]=4[CH:46]=3)=O)(CC1)OC2=O>>[CH2:34]([O:36][CH2:37][C@H:38]1[C@H:40]([CH:41]=[O:42])[C@:39]1([CH3:59])[C:45]1[CH:54]=[CH:53][C:52]2[C:51]([CH3:56])([CH3:55])[CH2:50][CH2:49][C:48]([CH3:58])([CH3:57])[C:47]=2[CH:46]=1)[CH3:28]. Procedure details: Following a procedure similar to that for the preparation of Intermediate 12a but using Intermediate 10b as the starting material afforded the title compound (27 mg, 98% yield) as a colorless oil: Starting materials: CO, Cl, COC(=O)C=Cc1cnn(C)c1-c1ccc(F)cc1, [Na+], [OH-]. Yields the product Cn1ncc(C=CC(=O)O)c1-c1ccc(F)cc1. As a reaction SMILES: [CH3:23][OH:24].[ClH:22].[F:1][c:2]1[cH:3][cH:4][c:5](-[c:8]2[c:9]([CH:14]=[CH:15][C:16](=[O:17])[O:18][CH3:19])[cH:10][n:11][n:12]2[CH3:13])[cH:6][cH:7]1.[Na+:21].[OH-:20]>>[F:1][c:2]1[cH:3][cH:4][c:5](-[c:8]2[c:9]([CH:14]=[CH:15][C:16](=[O:17])[OH:18])[cH:10][n:11][n:12]2[CH3:13])[cH:6][cH:7]1.